Dataset: the Open Reaction Database (ORD), a public repository of structured organic reaction records. Task: describe an organic reaction: reactants, conditions, products, and yield Product: O=C(O)c1ccc(NCCOc2ccc(Br)cc2)cc1. Starting materials: CCOC(=O)c1ccc(NCCOc2ccc(Br)cc2)cc1, CCO, Cl, [K+], [OH-], O, O. As a reaction SMILES: [Br:1][c:2]1[cH:3][cH:4][c:5]([O:6][CH2:7][CH2:8][NH:9][c:10]2[cH:11][cH:12][c:13]([C:14](=[O:15])[O:16][CH2:17][CH3:18])[cH:19][cH:20]2)[cH:21][cH:22]1.[CH2:26]([OH:27])[CH3:28].[ClH:29].[K+:24].[OH-:23].[OH2:25].[OH2:30]>>[Br:1][c:2]1[cH:3][cH:4][c:5]([O:6][CH2:7][CH2:8][NH:9][c:10]2[cH:11][cH:12][c:13]([C:14](=[O:15])[OH:16])[cH:19][cH:20]2)[cH:21][cH:22]1.